This data is from the Open Reaction Database (ORD), a public repository of structured organic reaction records. The task is: describe an organic reaction: reactants, conditions, products, and yield Starting materials: C(C)(C)(C)OC(=O)N[C@@H](C[C@@H](C(=O)OC(C)(C)C)CC1=CC=C(C=C1)O)C(=O)OC(C)(C)C (di-tert-butyl (4S)—N-(tert-butoxycarbonyl)-4-(4-hydroxy-benzyl)-L-glutamate), C([O-])([O-])=O.[Cs+].[Cs+] (cesium carbonate), C1(=CC=C(C=C1)S(=O)(=O)OCCCOS(=O)(=O)C1=CC=C(C=C1)C)C (1,3-propanediol di-p-toluenesulfonate). The solvent is CN(C=O)C (N,N-dimethylformamide). Conditions: time 8 hour. Yields the product C(C)(C)(C)OC(=O)N[C@@H](C[C@@H](C(=O)OC(C)(C)C)CC1=CC=C(C=C1)OCCCOS(=O)(=O)C1=CC=C(C)C=C1)C(=O)OC(C)(C)C (Di-tert-butyl (4S)—N-(tert-butoxycarbonyl)-4-{4-[3-(tosyloxy)propoxy]benzyl}-L-glutamate). As a reaction SMILES: [C:1]([O:5][C:6]([NH:8][C@H:9]([C:27]([O:29][C:30]([CH3:33])([CH3:32])[CH3:31])=[O:28])[CH2:10][C@H:11]([CH2:19][C:20]1[CH:25]=[CH:24][C:23]([OH:26])=[CH:22][CH:21]=1)[C:12]([O:14][C:15]([CH3:18])([CH3:17])[CH3:16])=[O:13])=[O:7])([CH3:4])([CH3:3])[CH3:2].C(=O)([O-])[O-].[Cs+].[Cs+].[C:40]1([CH3:64])[CH:45]=[CH:44][C:43]([S:46]([O:49][CH2:50][CH2:51][CH2:52]OS(C2C=CC(C)=CC=2)(=O)=O)(=[O:48])=[O:47])=[CH:42][CH:41]=1>CN(C)C=O>[C:1]([O:5][C:6]([NH:8][C@H:9]([C:27]([O:29][C:30]([CH3:33])([CH3:32])[CH3:31])=[O:28])[CH2:10][C@H:11]([CH2:19][C:20]1[CH:25]=[CH:24][C:23]([O:26][CH2:52][CH2:51][CH2:50][O:49][S:46]([C:43]2[CH:42]=[CH:41][C:40]([CH3:64])=[CH:45][CH:44]=2)(=[O:47])=[O:48])=[CH:22][CH:21]=1)[C:12]([O:14][C:15]([CH3:16])([CH3:18])[CH3:17])=[O:13])=[O:7])([CH3:2])([CH3:3])[CH3:4] |f:1.2.3|. Procedure: To 100 mg (0.22 mmol) of di-tert-butyl (4S)—N-(tert-butoxycarbonyl)-4-(4-hydroxy-benzyl)-L-glutamate (Example 1b) in 10 mL N,N-dimethylformamide were added 210 mg (0.64 mmol) of cesium carbonate and 413 mg (1.07 mmol) of 1,3-propanediol di-p-toluenesulfonate (Aldrich) and the resulting suspension was stirred overnight at room temperature. The reaction mixture was then filtered, the solvent evaporated and the residue was taken up in dichloromethane and 1 M hydrochloric acid. The organic phase was... The reactants are CCOC(C)=O, C=Cc1ccccc1, CCCCCC, CNc1ccccc1. Product: CN(CCc1ccccc1)c1ccccc1. RXN SMILES: [C:23]([O:24][CH2:25][CH3:26])(=[O:27])[CH3:28].[CH2:9]=[CH:10][c:11]1[cH:12][cH:13][cH:14][cH:15][cH:16]1.[CH3:17][CH2:18][CH2:19][CH2:20][CH2:21][CH3:22].[CH3:1][NH:2][c:3]1[cH:4][cH:5][cH:6][cH:7][cH:8]1>>[CH3:1][N:2]([c:3]1[cH:4][cH:5][cH:6][cH:7][cH:8]1)[CH2:9][CH2:10][c:11]1[cH:12][cH:13][cH:14][cH:15][cH:16]1. Starting materials: F[C@](C(=O)Cl)(CCCC)C(F)(F)F ((R)-(-)-2-fluoro-2-(trifluoromethyl)hexanoyl chloride), CO (methanol). Conditions: time 30 minute. The product is F[C@](C(=O)OC)(CCCC)C(F)(F)F (methyl (S)-(-)-2-fluoro-2-(trifluoromethyl)hexanoate). Reaction SMILES: [F:1][C@@:2]([C:10]([F:13])([F:12])[F:11])([CH2:6][CH2:7][CH2:8][CH3:9])[C:3](Cl)=[O:4].[CH3:14][OH:15]>>[F:1][C@@:2]([C:10]([F:13])([F:12])[F:11])([CH2:6][CH2:7][CH2:8][CH3:9])[C:3]([O:15][CH3:14])=[O:4]. Procedure: To 0.5 ml of methanol was added 0.17 g of (R)-(-)-2-fluoro-2-(trifluoromethyl)hexanoyl chloride, and this mixture was stirred at room temperature for 30 minutes. The resulting reaction mixture was distilled with Kugelrohr under atomspheric pressure, thereby obtaining 0.15 g of methyl (S)-(-)-2-fluoro-2-(trifluoromethyl)hexanoate having the physical properties as mentioned hereinbefore.